From a dataset of the Open Reaction Database (ORD), a public repository of structured organic reaction records. describe an organic reaction: reactants, conditions, products, and yield The reactants are BrC=C(C)C1=CC(=C(C=C1)OC)F (4-(1-bromoprop-1-en-2-yl)-2-fluoro-1-methoxybenzene), ClC=1C=C2C3=C(NC2=CC1)C(N(CC3)C)C (6-chloro-1,2-dimethyl-2,3,4,9-tetrahydro-1H-pyrido[3,4-b]indole), N1[C@H](C(=O)O)CCC1 (L-proline), [O-]P(=O)([O-])[O-].[K+].[K+].[K+] (K3PO4). Reagents/catalysts: [Cu]I (CuI). Solvent: CN(C)C=O (DMF). Run at time 10 minute. Yields the product ClC=1C=C2C3=C(N(C2=CC1)C=C(C)C1=CC(=C(C=C1)OC)F)C(N(CC3)C)C (6-chloro-9-(2-(3-fluoro-4-methoxyphenyl)prop-1-enyl)-1,2-dimethyl-2,3,4,9-tetrahydro-1H-pyrido[3,4-b]indole). The yield is 12.5%. RXN SMILES: [Cl:1][C:2]1[CH:3]=[C:4]2[C:8](=[CH:9][CH:10]=1)[NH:7][C:6]1[CH:11]([CH3:16])[N:12]([CH3:15])[CH2:13][CH2:14][C:5]2=1.N1CCC[C@H]1C(O)=O.[O-]P([O-])([O-])=O.[K+].[K+].[K+].Br[CH:34]=[C:35]([C:37]1[CH:42]=[CH:41][C:40]([O:43][CH3:44])=[C:39]([F:45])[CH:38]=1)[CH3:36]>CN(C=O)C.[Cu]I>[Cl:1][C:2]1[CH:3]=[C:4]2[C:8](=[CH:9][CH:10]=1)[N:7]([CH:34]=[C:35]([C:37]1[CH:42]=[CH:41][C:40]([O:43][CH3:44])=[C:39]([F:45])[CH:38]=1)[CH3:36])[C:6]1[CH:11]([CH3:16])[N:12]([CH3:15])[CH2:13][CH2:14][C:5]2=1 |f:2.3.4.5|. Procedure: 6-chloro-1,2-dimethyl-2,3,4,9-tetrahydro-1H-pyrido[3,4-b]indole (80 mg, 0.34 mmol) was dissolved in DMF (6 mL). To this solution was added CuI (6 mg, 0.034 mmol), L-proline (8 mg, 0.068 mmol), K3PO4 (145 mg, 0.68 mmol). The reaction mixture was stirred for 10 min at room temperature followed by addition of 4-(1-bromoprop-1-en-2-yl)-2-fluoro-1-methoxybenzene (100 mg, 0.40 mmol). The reaction mixture was heated at 80° C. for 18 h. Solvent was evaporated under reduced pressure, the residue was dilu... Reactants: ClC1=C(C(=CC=C1)Cl)CC(=O)Cl ((2,6-dichlorophenyl)acetyl chloride), acid, NC[C@@H]1CC[C@@H](O1)N1C(=O)NC(=O)C(=C1)CC (5'-amino-2',3',5'-trideoxy-5-ethyluridine). Solvent: C(C)OCC (diethyl ether), [OH-].[Na+] (sodium hydroxide). Reaction conditions: time 10 minute. Yields the product ClC1=C(C(=CC=C1)Cl)CC(=O)NC[C@@H]1CC[C@@H](O1)N1C(=O)NC(=O)C(=C1)CC (2',3',5'-trideoxy-5'-[2-(2,6-dichlorophenyl)acetamido]-5-ethyluridine). Reaction SMILES: [Cl:1][C:2]1[CH:7]=[CH:6][CH:5]=[C:4]([Cl:8])[C:3]=1[CH2:9][C:10](Cl)=[O:11].[NH2:13][CH2:14][C@H:15]1[O:19][C@@H:18]([N:20]2[CH:27]=[C:26]([CH2:28][CH3:29])[C:24](=[O:25])[NH:23][C:21]2=[O:22])[CH2:17][CH2:16]1>C(OCC)C.[OH-].[Na+]>[Cl:1][C:2]1[CH:7]=[CH:6][CH:5]=[C:4]([Cl:8])[C:3]=1[CH2:9][C:10]([NH:13][CH2:14][C@H:15]1[O:19][C@@H:18]([N:20]2[CH:27]=[C:26]([CH2:28][CH3:29])[C:24](=[O:25])[NH:23][C:21]2=[O:22])[CH2:17][CH2:16]1)=[O:11] |f:3.4|. Procedure details: A solution of (2,6-dichlorophenyl)acetyl chloride (prepared from 146 mg of the acid) in 1 ml of diethyl ether was added to a solution of 170 mg of 5'-amino-2',3',5'-trideoxy-5-ethyluridine in 2.72 ml of 0.26M sodium hydroxide solution and the mixture was shaken for 10 minutes. The mixture was filtered and the solid was recrystallized from 20 ml of ethanol to give 150 mg of 2',3',5'-trideoxy-5'-[2-(2,6-dichlorophenyl)acetamido]-5-ethyluridine in the form of a white solid of melting point 237°-238... Starting materials: C(=O)(O)CC1=CC=C(N\C(\CC)=C\2/C(NC3=CC(=C(C=C23)OC)OC)=O)C=C1 (3-(Z)-{1-[4-(carboxymethyl)-anilino]-1-ethyl-methylidene}-5,6-dimethoxy-2-indolinone), Cl.CNC (dimethylamine-hydrochloride). The product is CN(C(=O)CC1=CC=C(N\C(\CC)=C\2/C(NC3=CC(=C(C=C23)OC)OC)=O)C=C1)C (3-(Z)-{1-[4-(dimethylaminocarbonylmethyl)-anilino]-1-ethyl-methylidene}-5,6-dimethoxy-2-indolinone). As a reaction SMILES: [C:1]([CH2:4][C:5]1[CH:28]=[CH:27][C:8]([NH:9]/[C:10](=[C:13]2\[C:14](=[O:26])[NH:15][C:16]3[C:21]\2=[CH:20][C:19]([O:22][CH3:23])=[C:18]([O:24][CH3:25])[CH:17]=3)/[CH2:11][CH3:12])=[CH:7][CH:6]=1)([OH:3])=O.Cl.[CH3:30][NH:31][CH3:32]>>[CH3:30][N:31]([CH3:32])[C:1]([CH2:4][C:5]1[CH:28]=[CH:27][C:8]([NH:9]/[C:10](=[C:13]2\[C:14](=[O:26])[NH:15][C:16]3[C:21]\2=[CH:20][C:19]([O:22][CH3:23])=[C:18]([O:24][CH3:25])[CH:17]=3)/[CH2:11][CH3:12])=[CH:7][CH:6]=1)=[O:3] |f:1.2|. Reported procedure: Prepared from 3-(Z)-{1-[4-(carboxymethyl)-anilino]-1-ethyl-methylidene}-5,6-dimethoxy-2-indolinone and dimethylamine-hydrochloride Starting materials: C(#N)N=C(NCCSCC=1OC(=CC1)CN(C)C)SC (N'-cyano-N-[2-[[[5-(dimethylamino)methyl-2-furanyl]methyl]thio]ethyl]carbamimidothioic acid, methyl ester), CN (methylamine). The product is C(#N)NC(=NC)NCCSCC=1OC(=CC1)CN(C)C (N-Cyano-N'-[2-[[[5-(dimethylamino)methyl-2-furanyl]methyl]thio]ethyl]-N"-methylguanidine). As a reaction SMILES: [C:1]([N:3]=[C:4](SC)[NH:5][CH2:6][CH2:7][S:8][CH2:9][C:10]1[O:11][C:12]([CH2:15][N:16]([CH3:18])[CH3:17])=[CH:13][CH:14]=1)#[N:2].[CH3:21][NH2:22]>>[C:1]([NH:3][C:4]([NH:5][CH2:6][CH2:7][S:8][CH2:9][C:10]1[O:11][C:12]([CH2:15][N:16]([CH3:18])[CH3:17])=[CH:13][CH:14]=1)=[N:22][CH3:21])#[N:2]. Procedure details: A solution of N'-cyano-N-[2-[[[5-(dimethylamino)methyl-2-furanyl]methyl]thio]ethyl]carbamimidothioic acid, methyl ester (1.06 g) in ethanolic methylamine 33% (10 ml) was stirred at room temperature for 4 hr. The solution was evaporated to dryness and the oily residue crystallised from ethyl acetate-light petroleum (b.p. 80°-100°) to give the title compound m.p. 77°-80°. Reactants: O=C([O-])[O-], CCCCOc1c(NCCCBr)c(=O)c1=O, COCCOCCN(CCOCCOC)CCOCCOC, ClCCl, [K+], [K+], Oc1cccc(CN2CCCCC2)c1. Yields the product CCCCOc1c(NCCCOc2cccc(CN3CCCCC3)c2)c(=O)c1=O. As a reaction SMILES: [C:31](=[O:32])([O-:33])[O-:34].[CH2:15]([CH2:16][CH2:17][CH3:18])[O:19][c:20]1[c:21]([NH:26][CH2:27][CH2:28][CH2:29][Br:30])[c:22](=[O:25])[c:23]1=[O:24].[CH3:37][O:38][CH2:39][CH2:40][O:41][CH2:42][CH2:43][N:44]([CH2:45][CH2:46][O:47][CH2:48][CH2:49][O:50][CH3:51])[CH2:52][CH2:53][O:54][CH2:55][CH2:56][O:57][CH3:58].[Cl:59][CH2:60][Cl:61].[K+:35].[K+:36].[N:1]1([CH2:7][c:8]2[cH:9][c:10]([OH:14])[cH:11][cH:12][cH:13]2)[CH2:2][CH2:3][CH2:4][CH2:5][CH2:6]1>>[N:1]1([CH2:7][c:8]2[cH:9][c:10]([O:14][CH2:29][CH2:28][CH2:27][NH:26][c:21]3[c:20]([O:19][CH2:15][CH2:16][CH2:17][CH3:18])[c:23](=[O:24])[c:22]3=[O:25])[cH:11][cH:12][cH:13]2)[CH2:2][CH2:3][CH2:4][CH2:5][CH2:6]1. Reactants: FeCl3, COC(\C=C\OC)=O (methyl-trans-3-methoxyacrylate), C(OC)(OC)OC (trimethyl ortho formate), C[O-].[Na+] (sodium methylate), FeCl3, COC (dimethylether). Reaction conditions: time 2 hour. The product is COC(C(C(OC)OC)C(OC)OC)=O (Methyl-3,3-dimethoxy-2-dimethoxymethylpropionate). Yield: 80.0%. Reaction SMILES: [CH3:1][O:2][C:3](=[O:8])/[CH:4]=[CH:5]/[O:6][CH3:7].[CH:9](OC)([O:12][CH3:13])[O:10][CH3:11].C[O-].[Na+].[CH3:19][O:20]C>>[CH3:1][O:2][C:3](=[O:8])[CH:4]([CH:9]([O:12][CH3:13])[O:10][CH3:11])[CH:5]([O:20][CH3:19])[O:6][CH3:7] |f:2.3|. Procedure: To a stirred mixture of 116.0 g methyl-trans-3-methoxyacrylate and 530.0 g trimethyl ortho formate were added 5.0 g FeCl3. The mixture was heated to 35° C. for 30 hours with an additional 1.0 g FeCl3 being added every 6 hours. The mixture was cooled to room temperature and neutralized by addition of 30% sodium methylate solution. After stirring for 2 hours, 30.0 g PEG-dimethylether (mg=1000) were added. The trimethyl ortho formate excess was recovered by fractional distillation. Flash-distillati... Starting materials: BrC1=CC=C(C(=O)O)C=C1 (4-bromobenzoic acid), C1(CC1)C=1C=C(C(=NC1)N1CCNCC1)C (1-(5-cyclopropyl-3-methylpyridin-2-yl)piperazine). The product is BrC1=CC=C(C=C1)C(=O)N1CCN(CC1)C1=NC=C(C=C1C)C1CC1 ((4-bromophenyl)[4-(5-cyclopropyl-3-methylpyridin-2-yl)piperazin-1-yl]methanone). The yield is 70.4%. Reaction SMILES: [Br:1][C:2]1[CH:10]=[CH:9][C:5]([C:6]([OH:8])=O)=[CH:4][CH:3]=1.[CH:11]1([C:14]2[CH:15]=[C:16]([CH3:26])[C:17]([N:20]3[CH2:25][CH2:24][NH:23][CH2:22][CH2:21]3)=[N:18][CH:19]=2)[CH2:13][CH2:12]1>>[Br:1][C:2]1[CH:3]=[CH:4][C:5]([C:6]([N:23]2[CH2:24][CH2:25][N:20]([C:17]3[C:16]([CH3:26])=[CH:15][C:14]([CH:11]4[CH2:12][CH2:13]4)=[CH:19][N:18]=3)[CH2:21][CH2:22]2)=[O:8])=[CH:9][CH:10]=1. Reported procedure: Using 4-bromobenzoic acid (0.50 g) and 1-(5-cyclopropyl-3-methylpyridin-2-yl)piperazine (0.54 g) described in Preparation Example 83 and by the reaction and treatment in the same manner as in Preparation Example 111, the title compound (0.70 g) was obtained. Starting materials: Cc1ccc(-c2c(OCCOc3ncc(Br)cn3)nn(C)c2NS(=O)(=O)c2ccc(C(C)(C)C)cc2)cc1, CCCC[Sn](CCCC)(CCCC)c1cccs1, C1COCCO1, CCOC(C)=O, Cl[Pd]Cl, c1ccc(P(c2ccccc2)c2ccccc2)cc1, c1ccc(P(c2ccccc2)c2ccccc2)cc1. Product: Cc1ccc(-c2c(OCCOc3ncc(-c4cccs4)cn3)nn(C)c2NS(=O)(=O)c2ccc(C(C)(C)C)cc2)cc1. Reaction SMILES: [Br:1][c:2]1[cH:3][n:4][c:5]([O:8][CH2:9][CH2:10][O:11][c:12]2[n:13][n:14]([CH3:38])[c:15]([NH:24][S:25](=[O:26])(=[O:27])[c:28]3[cH:29][cH:30][c:31]([C:34]([CH3:35])([CH3:36])[CH3:37])[cH:32][cH:33]3)[c:16]2-[c:17]2[cH:18][cH:19][c:20]([CH3:23])[cH:21][cH:22]2)[n:6][cH:7]1.[CH2:39]([Sn:40]([CH2:41][CH2:42][CH2:43][CH3:49])([c:44]1[s:45][cH:46][cH:47][cH:48]1)[CH2:50][CH2:51][CH2:52][CH3:53])[CH2:54][CH2:55][CH3:56].[CH2:57]1[O:58][CH2:59][CH2:60][O:61][CH2:62]1.[CH3:63][CH2:64][O:65][C:66](=[O:67])[CH3:68].[Pd:69]([Cl:70])[Cl:71].[c:72]1([P:73]([c:74]2[cH:75][cH:76][cH:77][cH:78][cH:79]2)[c:80]2[cH:81][cH:82][cH:83][cH:84][cH:85]2)[cH:86][cH:87][cH:88][cH:89][cH:90]1.[c:91]1([P:92]([c:93]2[cH:94][cH:95][cH:96][cH:97][cH:98]2)[c:99]2[cH:100][cH:101][cH:102][cH:103][cH:104]2)[cH:105][cH:106][cH:107][cH:108][cH:109]1>>[c:2]1(-[c:44]2[s:45][cH:46][cH:47][cH:48]2)[cH:3][n:4][c:5]([O:8][CH2:9][CH2:10][O:11][c:12]2[n:13][n:14]([CH3:38])[c:15]([NH:24][S:25](=[O:26])(=[O:27])[c:28]3[cH:29][cH:30][c:31]([C:34]([CH3:35])([CH3:36])[CH3:37])[cH:32][cH:33]3)[c:16]2-[c:17]2[cH:18][cH:19][c:20]([CH3:23])[cH:21][cH:22]2)[n:6][cH:7]1. The reactants are FC(C=1C=C(CN(C=2N=NN(N2)C)CC2=C(C=CC(=C2)C(F)(F)F)C(C)(O)C2CCCC2)C=C(C1)C(F)(F)F)(F)F (1-(2-{[(3,5-bis-trifluoromethyl-benzyl)-(2-methyl-2H-tetrazol-5-yl)-amino]-methyl}-4-trifluoromethyl-phenyl)-1-cyclopentyl-ethanol), [H-].[Na+] (sodium hydride), CI (methyl iodide). Solvent: C1CCOC1 (THF). Reaction conditions: time 30 minute. Product: FC(C=1C=C(CN(C=2N=NN(N2)C)CC2=C(C=CC(=C2)C(F)(F)F)C(C)(OC)C2CCCC2)C=C(C1)C(F)(F)F)(F)F ((3,5-bis-trifluoromethyl-benzyl)-[2-(1-cyclopentyl-1-methoxy-ethyl)-5-trifluoromethyl-benzyl]-(2-methyl-2H-tetrazol-5-yl)-amine). Isolated yield 68.0%. Reaction SMILES: [F:1][C:2]([F:41])([F:40])[C:3]1[CH:4]=[C:5]([CH:33]=[C:34]([C:36]([F:39])([F:38])[F:37])[CH:35]=1)[CH2:6][N:7]([CH2:14][C:15]1[CH:20]=[C:19]([C:21]([F:24])([F:23])[F:22])[CH:18]=[CH:17][C:16]=1[C:25]([CH:28]1[CH2:32][CH2:31][CH2:30][CH2:29]1)([OH:27])[CH3:26])[C:8]1[N:9]=[N:10][N:11]([CH3:13])[N:12]=1.[H-].[Na+].[CH3:44]I>C1COCC1>[F:39][C:36]([F:37])([F:38])[C:34]1[CH:33]=[C:5]([CH:4]=[C:3]([C:2]([F:1])([F:40])[F:41])[CH:35]=1)[CH2:6][N:7]([CH2:14][C:15]1[CH:20]=[C:19]([C:21]([F:24])([F:23])[F:22])[CH:18]=[CH:17][C:16]=1[C:25]([CH:28]1[CH2:32][CH2:31][CH2:30][CH2:29]1)([O:27][CH3:44])[CH3:26])[C:8]1[N:9]=[N:10][N:11]([CH3:13])[N:12]=1 |f:1.2|. Procedure: To a solution of 1-(2-{[(3,5-bis-trifluoromethyl-benzyl)-(2-methyl-2H-tetrazol-5-yl)-amino]-methyl}-4-trifluoromethyl-phenyl)-1-cyclopentyl-ethanol (24.8 mg, 0.041 mmol) in THF (0.2 mL) at 0° C. was added sodium hydride (60% dispersion in mineral oil, 8 mg, 0.2 mmol). The mixture was stirred at room temperature for 30 minutes, cooled to 0° C. and methyl iodide (30 μL, 0.5 mmol) was added. The mixture was stirred at room temperature overnight. The reaction mixture was purified by chromatography o... The reactants are CC(C)CC1=CC(COCc2ccccc2)OC1=O, CCO. The product is CC(C)CC1=CC(CO)OC1=O. Reaction SMILES: [CH2:1]([c:2]1[cH:3][cH:4][cH:5][cH:6][cH:7]1)[O:8][CH2:9][CH:10]1[CH:11]=[C:12]([CH2:16][CH:17]([CH3:18])[CH3:19])[C:13](=[O:15])[O:14]1.[CH3:20][CH2:21][OH:22]>>[OH:8][CH2:9][CH:10]1[CH:11]=[C:12]([CH2:16][CH:17]([CH3:18])[CH3:19])[C:13](=[O:15])[O:14]1.